Dataset: the Open Reaction Database (ORD), a public repository of structured organic reaction records. Task: describe an organic reaction: reactants, conditions, products, and yield The reactants are CCOC(=O)C1(NCc2cccc(C)c2OC(C)C)Cc2ccccc2C1, C1COCCO1, CO, O. Product: Cc1cccc(CNC2(C(=O)O)Cc3ccccc3C2)c1OC(C)C. Reaction SMILES: [CH2:1]([CH3:2])[O:3][C:4](=[O:5])[C:6]1([NH:15][CH2:16][c:17]2[c:18]([O:24][CH:25]([CH3:26])[CH3:27])[c:19]([CH3:23])[cH:20][cH:21][cH:22]2)[CH2:7][c:8]2[cH:9][cH:10][cH:11][cH:12][c:13]2[CH2:14]1.[CH2:28]1[O:29][CH2:30][CH2:31][O:32][CH2:33]1.[CH3:34][OH:35].[OH2:36]>>[O:3]=[C:4]([OH:5])[C:6]1([NH:15][CH2:16][c:17]2[c:18]([O:24][CH:25]([CH3:26])[CH3:27])[c:19]([CH3:23])[cH:20][cH:21][cH:22]2)[CH2:7][c:8]2[cH:9][cH:10][cH:11][cH:12][c:13]2[CH2:14]1. The reactants are P(O)(O)(O)=O, C1C[C@](C(N1)=O)(C)N. Reagents/catalysts: c1ccc(cc1)-c2c3ccccc3cc4ccccc24 (9-Phenylanthracene). Run in CC(C)O (IPA). Conditions: temperature 80 celsius, time 18 hour. Product: C[C@]1(N)CCNC1=O. RXN SMILES: [CH3:1][C@:2]1([C:7](=[O:8])[NH:6][CH2:5][CH2:4]1)[NH2:3].OP(O)(O)=O>>[CH3:1][C@:2]1([C:7](=[O:8])[NH:6][CH2:5][CH2:4]1)[NH2:3]. The reactants are ClC1=C(C=CC=C1Cl)S(=O)(=O)NC1=NC=C(N=C1OCC1=CC(=CC=C1)COC1OCCCC1)Cl (2,3-Dichloro-N-{5-chloro-3-[3-(tetrahydro-2-pyranyloxymethyl)phenylmethoxy]-2-pyrazinyl}benzenesulphonamide). Run in C(C)(=O)O (acetic acid), O (water), O1CCCC1 (tetrahyrofuran). Reaction SMILES: [Cl:1][C:2]1[C:7]([Cl:8])=[CH:6][CH:5]=[CH:4][C:3]=1[S:9]([NH:12][C:13]1[C:18]([O:19][CH2:20][C:21]2[CH:26]=[CH:25][CH:24]=[C:23]([CH2:27][O:28][CH:29]3[CH2:34]CCC[O:30]3)[CH:22]=2)=[N:17][C:16]([Cl:35])=[CH:15][N:14]=1)(=[O:11])=[O:10]>C(O)(=O)C.O.O1CCCC1>[C:29]([O:28][CH2:27][CH3:23])(=[O:30])[CH3:34].[CH3:24][CH2:23][CH2:22][CH:21]([CH3:26])[CH3:20].[Cl:1][C:2]1[C:7]([Cl:8])=[CH:6][CH:5]=[CH:4][C:3]=1[S:9]([NH:12][C:13]1[C:18]([O:19][CH2:20][C:21]2[CH:26]=[CH:25][CH:24]=[C:23]([CH2:27][OH:28])[CH:22]=2)=[N:17][C:16]([Cl:35])=[CH:15][N:14]=1)(=[O:11])=[O:10] |f:4.5|. Product: C(C)(=O)OCC.CCCC(C)C (ethyl acetate iso-hexane), ClC1=C(C=CC=C1Cl)S(=O)(=O)NC1=NC=C(N=C1OCC1=CC(=CC=C1)CO)Cl (2,3-Dichloro-N-[5-chloro-3-(3-hydroxymethylphenylmethoxy)-2-pyrazinyl]benzenesulphonamide). Procedure details: 2,3-Dichloro-N-{5-chloro-3-[3-(tetrahydro-2-pyranyloxymethyl)phenylmethoxy]-2-pyrazinyl}benzenesulphonamide (Example 106a) (1.0 g) in acetic acid (40 mL), water (10 mL) and tetrahyrofuran (20 mL) was heated at 45° C. for 16 h and the solution was evaporated to dryness. Chromatography on silica gel eluting with ethyl acetate/iso-hexane mixtures gave the title compound as a white solid (0.6 g). The yield is 211.9%.